The task is: describe an organic reaction: reactants, conditions, products, and yield. This data is from the Open Reaction Database (ORD), a public repository of structured organic reaction records. Reactants: CCOCC1CCC(C2CCC(CCc3ccc(OS(=O)(=O)C(F)(F)F)cc3)CC2)CC1, [Na+], [Na+], O=C([O-])[O-], O, OB(O)c1cc(F)c(OC(F)(F)F)c(F)c1. Yields the product CCOCC1CCC(C2CCC(CCc3ccc(-c4cc(F)c(OC(F)(F)F)c(F)c4)cc3)CC2)CC1. As a reaction SMILES: [CH2:1]([CH3:2])[O:3][CH2:4][CH:5]1[CH2:6][CH2:7][CH:8]([CH:11]2[CH2:12][CH2:13][CH:14]([CH2:17][CH2:18][c:19]3[cH:20][cH:21][c:22]([O:25][S:26]([C:27]([F:28])([F:29])[F:30])(=[O:31])=[O:32])[cH:23][cH:24]3)[CH2:15][CH2:16]2)[CH2:9][CH2:10]1.[Na+:49].[Na+:50].[O-:51][C:52](=[O:53])[O-:54].[OH2:55].[OH:33][B:34]([c:35]1[cH:36][c:37]([F:47])[c:38]([O:42][C:43]([F:44])([F:45])[F:46])[c:39]([F:41])[cH:40]1)[OH:48]>>[CH2:1]([CH3:2])[O:3][CH2:4][CH:5]1[CH2:6][CH2:7][CH:8]([CH:11]2[CH2:12][CH2:13][CH:14]([CH2:17][CH2:18][c:19]3[cH:20][cH:21][c:22](-[c:35]4[cH:36][c:37]([F:47])[c:38]([O:42][C:43]([F:44])([F:45])[F:46])[c:39]([F:41])[cH:40]4)[cH:23][cH:24]3)[CH2:15][CH2:16]2)[CH2:9][CH2:10]1. Reactants: NCc1ccco1, O=C=NCCCl, O=CC(O)C(O)C(O)CO. The product is O=C(NCCCl)N(Cc1ccco1)C1OC(CO)C(O)C1O. As a reaction SMILES: [CH2:11]([c:12]1[cH:13][cH:14][cH:15][o:16]1)[NH2:17].[Cl:18][CH2:19][CH2:20][N:21]=[C:22]=[O:23].[O:1]=[CH:2][CH:3]([OH:4])[CH:5]([OH:6])[CH:7]([OH:8])[CH2:9][OH:10]>>[CH:2]1([N:17]([CH2:11][c:12]2[cH:13][cH:14][cH:15][o:16]2)[C:22]([NH:21][CH2:20][CH2:19][Cl:18])=[O:23])[CH:3]([OH:4])[CH:5]([OH:6])[CH:7]([CH2:9][OH:10])[O:8]1.